This data is from the Open Reaction Database (ORD), a public repository of structured organic reaction records. The task is: describe an organic reaction: reactants, conditions, products, and yield The reactants are BrCC=1C=C(C=CC1)C1(CC1)C#N (1-(3-(bromomethyl)phenyl)cyclopropanecarbonitrile), CC=1NC2=CC=C(C=C2C1C)C(=O)OCC=C (allyl 2,3-dimethyl-1H-indole-5-carboxylate). Procedure: The title compound was prepared following the same general protocol as described in Step 2, Example 1, using 1-(3-(bromomethyl)phenyl)cyclopropanecarbonitrile and allyl 2,3-dimethyl-1H-indole-5-carboxylate. Reaction SMILES: Br[CH2:2][C:3]1[CH:4]=[C:5]([C:9]2([C:12]#[N:13])[CH2:11][CH2:10]2)[CH:6]=[CH:7][CH:8]=1.[CH3:14][C:15]1[NH:16][C:17]2[C:22]([C:23]=1[CH3:24])=[CH:21][C:20]([C:25]([O:27][CH2:28][CH:29]=[CH2:30])=[O:26])=[CH:19][CH:18]=2>>[C:12]([C:9]1([C:5]2[CH:4]=[C:3]([CH:8]=[CH:7][CH:6]=2)[CH2:2][N:16]2[C:17]3[C:22](=[CH:21][C:20]([C:25]([O:27][CH2:28][CH:29]=[CH2:30])=[O:26])=[CH:19][CH:18]=3)[C:23]([CH3:24])=[C:15]2[CH3:14])[CH2:11][CH2:10]1)#[N:13]. The product is C(#N)C1(CC1)C=1C=C(CN2C(=C(C3=CC(=CC=C23)C(=O)OCC=C)C)C)C=CC1 (Allyl 1-(3-(1-cyanocyclopropyl)benzyl)-2,3-dimethyl-1H-indole-5-carboxylate).